This data is from the Open Reaction Database (ORD), a public repository of structured organic reaction records. The task is: describe an organic reaction: reactants, conditions, products, and yield Starting materials: ClC1=NC(=NC(=C1)C(F)(F)F)C=1C=NC=CC1 (4-chloro-2-(3-pyridinyl)-6-(trifluoromethyl)pyrimidine), BrC=1C(=NN(C1)C)C=1C=C(N)C=CC1 (3-(4-bromo-1-methyl-1H-pyrazol-3-yl)aniline), Cl (HCl). The solvent is O.C(C)O (water ethanol). Yields the product BrC=1C(=NN(C1)C)C=1C=C(NC2=NC(=NC(=C2)C(F)(F)F)C=2C=NC=CC2)C=CC1 (4-[3-(4-Bromo-1-methyl-1H-pyrazol-3-yl)anilino]-2-(3-pyridinyl)-6-(trifluoromethyl)pyrimidine). Yield: 64.3%. As a reaction SMILES: Cl[C:2]1[CH:7]=[C:6]([C:8]([F:11])([F:10])[F:9])[N:5]=[C:4]([C:12]2[CH:13]=[N:14][CH:15]=[CH:16][CH:17]=2)[N:3]=1.[Br:18][C:19]1[C:20]([C:25]2[CH:26]=[C:27]([CH:29]=[CH:30][CH:31]=2)[NH2:28])=[N:21][N:22]([CH3:24])[CH:23]=1.Cl>O.C(O)C>[Br:18][C:19]1[C:20]([C:25]2[CH:26]=[C:27]([CH:29]=[CH:30][CH:31]=2)[NH:28][C:2]2[CH:7]=[C:6]([C:8]([F:11])([F:10])[F:9])[N:5]=[C:4]([C:12]3[CH:13]=[N:14][CH:15]=[CH:16][CH:17]=3)[N:3]=2)=[N:21][N:22]([CH3:24])[CH:23]=1 |f:3.4|. Procedure: A mixture of 4-chloro-2-(3-pyridinyl)-6-(trifluoromethyl)pyrimidine (50 mg, 0.193 mmol), 3-(4-bromo-1-methyl-1H-pyrazol-3-yl)aniline (97 mg, 0.386 mmol) and aqueous 2N HCl (150 μl) in water:ethanol (1:1, 10 ml) was refluxed for 24 h. The mixture was cooled to room temperature, extracted with ethyl acetate (50 ml) and washed with water (1×25 ml). The ethyl acetate solution was acidified with aqueous 2N HCl (1×25 ml). The resulting precipitate was collected by filtration, washed with water and iso... The reactants are CCOC(=O)C(C(=O)OCC)c1ccc(C#N)cc1[N+](=O)[O-], CS(C)=O, [Cl-], [Li+], O. The product is CCOC(=O)Cc1ccc(C#N)cc1[N+](=O)[O-]. Reaction SMILES: [C:4](#[N:5])[c:6]1[cH:7][c:8]([N+:23](=[O:24])[O-:25])[c:9]([CH:12]([C:13](=[O:14])[O:15][CH2:16][CH3:17])[C:18]([O:19][CH2:20][CH3:21])=[O:22])[cH:10][cH:11]1.[CH3:26][S:27]([CH3:28])=[O:29].[Cl-:2].[Li+:1].[OH2:3]>>[C:4](#[N:5])[c:6]1[cH:7][c:8]([N+:23](=[O:24])[O-:25])[c:9]([CH2:12][C:13](=[O:14])[O:15][CH2:16][CH3:17])[cH:10][cH:11]1. The reactants are Cc1ccccc1, OCCO, Cc1ccc(S(=O)(=O)[O-])cc1, c1cc[nH+]cc1, O=Cc1ccsc1. Yields the product c1cc(C2OCCO2)cs1. As a reaction SMILES: [CH3:29][c:30]1[cH:31][cH:32][cH:33][cH:34][cH:35]1.[OH:8][CH2:9][CH2:10][OH:11].[c:12]1([CH3:13])[cH:14][cH:15][c:16]([S:17]([O-:18])(=[O:19])=[O:20])[cH:21][cH:22]1.[nH+:23]1[cH:24][cH:25][cH:26][cH:27][cH:28]1.[s:1]1[cH:2][c:3]([CH:6]=[O:7])[cH:4][cH:5]1>>[s:1]1[cH:2][c:3]([CH:6]2[O:7][CH2:10][CH2:9][O:8]2)[cH:4][cH:5]1.